The task is: describe an organic reaction: reactants, conditions, products, and yield. This data is from the Open Reaction Database (ORD), a public repository of structured organic reaction records. The reactants are FC1=C(C(=O)Cl)C=CC(=C1)[C@@H]1CC[C@H](CC1)CC (2-fluoro-4-(trans-4-ethylcyclohexyl)benzoyl chloride), FC1=CC=C(C=C1)O (4-Fluorophenol), O (water). Run in C1(=CC=CC=C1)C (toluene), N1=CC=CC=C1 (pyridine). Run at temperature 60 celsius. Product: FC1=C(C(=O)OC2=CC=C(C=C2)F)C=CC(=C1)[C@@H]1CC[C@H](CC1)CC (4-fluorophenyl 2-fluoro-4-(trans-4-ethylcyclohexyl)benzoate). The yield is 70.8%. Reaction SMILES: [F:1][C:2]1[CH:7]=[CH:6][C:5]([OH:8])=[CH:4][CH:3]=1.[F:9][C:10]1[CH:18]=[C:17]([C@H:19]2[CH2:24][CH2:23][C@H:22]([CH2:25][CH3:26])[CH2:21][CH2:20]2)[CH:16]=[CH:15][C:11]=1[C:12](Cl)=[O:13].O>N1C=CC=CC=1.C1(C)C=CC=CC=1>[F:9][C:10]1[CH:18]=[C:17]([C@H:19]2[CH2:24][CH2:23][C@H:22]([CH2:25][CH3:26])[CH2:21][CH2:20]2)[CH:16]=[CH:15][C:11]=1[C:12]([O:8][C:5]1[CH:6]=[CH:7][C:2]([F:1])=[CH:3][CH:4]=1)=[O:13]. Procedure details: 4-Fluorophenol (5.6 g, 0.05 mol) was dissolved in pyridine (10 ml), followed by adding to the solution, a solution of 2-fluoro-4-(trans-4-ethylcyclohexyl)benzoyl chloride (13.4 g, 0.05 mol) dissolved in toluene (50 ml), with stirring, thereafter heating the reaction mixture at 60° C. for 3 hours, adding water (100 ml) to the reaction material, washing the separated toluene layer with 6N HCl, then with 2N NaOH aqueous solution and further with water, thereafter drying it with anhydrous sodium sul...